From a dataset of the Open Reaction Database (ORD), a public repository of structured organic reaction records. describe an organic reaction: reactants, conditions, products, and yield Reagents/catalysts: [Pd] (palladium). Reaction conditions: time 5 hour. Starting materials: C(CC=C)O[Si](C)(C)C(C)(C)C ((but-3-enyloxy)(tert-butyl)dimethylsilane), C(=O)([O-])[O-].[K+].[K+] (K2CO3), B1C2CCCC1CCC2 (9-BBN), FC(S(=O)(=O)OC1=C(C2=C(C(=NO2)C(F)(F)F)C=C1)CCC)(F)F (7-propyl-3-(trifluoromethyl)-1,2-benzisoxazol-6-yl trifluoromethanesulfonate). The product is [Si](C)(C)(C(C)(C)C)OCCCCC1=C(C2=C(C(=NO2)C(F)(F)F)C=C1)CCC (6-(4-{[tert-butyl(dimethyl)silyl]oxy}butyl)-7-propyl-3-(trifluoromethyl)-1,2-benzisoxazole). Run in C1CCOC1 (THF), CN(C)C=O (DMF). RXN SMILES: [CH2:1]([O:5][Si:6]([C:9]([CH3:12])([CH3:11])[CH3:10])([CH3:8])[CH3:7])[CH2:2][CH:3]=[CH2:4].B1C2CCCC1CCC2.FC(F)(F)S(O[C:28]1[CH:40]=[CH:39][C:31]2[C:32]([C:35]([F:38])([F:37])[F:36])=[N:33][O:34][C:30]=2[C:29]=1[CH2:41][CH2:42][CH3:43])(=O)=O.C([O-])([O-])=O.[K+].[K+]>C1COCC1.CN(C=O)C.[Pd]>[Si:6]([O:5][CH2:1][CH2:2][CH2:3][CH2:4][C:28]1[CH:40]=[CH:39][C:31]2[C:32]([C:35]([F:37])([F:38])[F:36])=[N:33][O:34][C:30]=2[C:29]=1[CH2:41][CH2:42][CH3:43])([C:9]([CH3:12])([CH3:11])[CH3:10])([CH3:7])[CH3:8] |f:3.4.5|. Procedure: To a solution of (but-3-enyloxy)(tert-butyl)dimethylsilane, from this Example step 2, (148 mg, 0.79 mmol) in dry THF (0.25 mL) was added 9-BBN (0.5M 1.75 mL, 0.88 mmol) at 0° C. under N2. The mixture was stirred for 5 hours, then added to a mixture of 7-propyl-3-(trifluoromethyl)-1,2-benzisoxazol-6-yl trifluoromethanesulfonate, as prepared in this Example step 1, (300 mg, 0.79 mmol), K2CO3 (220 mg, 1.59 mmol), and dichlorobis(triphenylphosphene) palladium (32.5 mg, 0.039 mmol) in DMF (3 mL) unde...